Dataset: the Open Reaction Database (ORD), a public repository of structured organic reaction records. Task: describe an organic reaction: reactants, conditions, products, and yield Conditions: time 4 hour. Reaction SMILES: [CH3:1][O:2][C:3]1[CH:8]=[CH:7][C:6]([C:9]2([C:19]([OH:21])=O)[CH2:18][CH2:17][C:12]3([O:16][CH2:15][CH2:14][O:13]3)[CH2:11][CH2:10]2)=[CH:5][CH:4]=1.S(Cl)([Cl:24])=O>C1C=CC=CC=1>[CH3:1][O:2][C:3]1[CH:8]=[CH:7][C:6]([C:9]2([C:19]([Cl:24])=[O:21])[CH2:18][CH2:17][C:12]3([O:16][CH2:15][CH2:14][O:13]3)[CH2:11][CH2:10]2)=[CH:5][CH:4]=1. Yields the product 275, COC1=CC=C(C=C1)C1(CCC2(OCCO2)CC1)C(=O)Cl (8-(4-methoxyphenyl)-1,4-dioxaspiro[4,5]decane-8-carbonyl chloride). Procedure: A mixture of 245 parts of 8-(4-methoxyphenyl)-1,4-dioxaspiro[4,5]decane-8-carboxylic acid, 150 parts of thionyl chloride and 1350 parts of benzene is stirred first for 30 minutes at room temperature and further for 4 hours at reflux. The reaction mixture is evaporated, yielding 275 parts of 8-(4-methoxyphenyl)-1,4-dioxaspiro[4,5]decane-8-carbonyl chloride as a residue. Solvent: C1=CC=CC=C1 (benzene). Reactants: 245, COC1=CC=C(C=C1)C1(CCC2(OCCO2)CC1)C(=O)O (8-(4-methoxyphenyl)-1,4-dioxaspiro[4,5]decane-8-carboxylic acid), S(=O)(Cl)Cl (thionyl chloride). The reactants are N#CC1(CC(=O)O)CCCCC1, CO, [H][H], [Pd], [Rh]. The product is NCC1(CC(=O)O)CCCCC1. RXN SMILES: [C:1](#[N:2])[C:3]1([CH2:9][C:10](=[O:11])[OH:12])[CH2:4][CH2:5][CH2:6][CH2:7][CH2:8]1.[CH3:15][OH:16].[H:13][H:14].[Pd:18].[Rh:17]>>[CH2:1]([NH2:2])[C:3]1([CH2:9][C:10](=[O:11])[OH:12])[CH2:4][CH2:5][CH2:6][CH2:7][CH2:8]1. Reactants: P(O)(O)(O)=O (phosphoric acid), [O-]P(=O)([O-])[O-].[O-]P(=O)([O-])[O-].[O-]P(=O)([O-])[O-].[F-].[Ca+2].[Ca+2].[Ca+2].[Ca+2].[Ca+2] (phosphate rock), S(O)(O)(=O)=O (sulfuric acid). The product is P(O)(O)(O)=O (phosphoric acid), S(=O)(=O)([O-])[O-].[Ca+2] (calcium sulfate). Yield: 20.0%. As a reaction SMILES: [P:1](=[O:5])([OH:4])([OH:3])[OH:2].[O-]P([O-])([O-])=O.[O-]P([O-])([O-])=O.[O-]P([O-])([O-])=O.[F-].[Ca+2:22].[Ca+2].[Ca+2].[Ca+2].[Ca+2].[S:27](=[O:31])(=[O:30])([OH:29])[OH:28]>>[P:1](=[O:2])([OH:5])([OH:4])[OH:3].[S:27]([O-:31])([O-:30])(=[O:29])=[O:28].[Ca+2:22] |f:1.2.3.4.5.6.7.8.9,12.13|. Procedure details: The manufacture of phosphoric acid is conventionally performed on a commercial scale by either the wet process or the thermal process. In the wet process, phosphate rock is treated with sulfuric acid to produce weak aqueous phosphoric acid (20 - 30% P2O5) and calcium sulfate. The phosphoric acid and calcium sulfate are separated by filtration and the phosphoric acid is concentrated to the desired level (usually 40 to 72% P2O5). The resulting acid is quite impure and usually black in color. It is... Reactants: C=CCOC(C)=O, C[SiH](C)O[Si](C)(C)C, [Pd]. The product is CC(=O)O[Si](C)(C)O[Si](C)(C)C. RXN SMILES: [C:9]([CH3:10])(=[O:11])[O:12][CH2:13][CH:14]=[CH2:15].[CH3:1][Si:2]([O:3][SiH:4]([CH3:5])[CH3:6])([CH3:7])[CH3:8].[Pd:16]>>[CH3:1][Si:2]([O:3][Si:4]([CH3:5])([CH3:6])[O:12][C:9]([CH3:10])=[O:11])([CH3:7])[CH3:8]. The reactants are N1=C(C=CC=C1)C=O (2-pyridinecarboxaldehyde), NC=1C=C(C#N)C=CC1N (3,4-diaminobenzonitrile), C1(C=CC(C=C1)=O)=O (1,4-benzoquinone). Run in C(C)O (ethanol). Product: N1=C(C=CC=C1)C1=NC2=C(N1)C=CC(=C2)C#N (2-pyridin-2-yl-1H-benzimidazole-5-carbonitrile). Isolated yield 79.8%. Reaction SMILES: [N:1]1[CH:6]=[CH:5][CH:4]=[CH:3][C:2]=1[CH:7]=O.[NH2:9][C:10]1[CH:11]=[C:12]([CH:15]=[CH:16][C:17]=1[NH2:18])[C:13]#[N:14].C1(=O)C=CC(=O)C=C1>C(O)C>[N:1]1[CH:6]=[CH:5][CH:4]=[CH:3][C:2]=1[C:7]1[NH:18][C:17]2[CH:16]=[CH:15][C:12]([C:13]#[N:14])=[CH:11][C:10]=2[N:9]=1. Procedure: A mixture comprising 2-pyridinecarboxaldehyde (212 mg, 1.98 mmol, 1 eq), 3,4-diaminobenzonitrile (263 mg, 1.98 mmol, 1 eq) and ethanol (20 mL) was stirred at ambient temperature under nitrogen for 5 to 10 minutes and then 1,4-benzoquinone (233 mg, 2.16 mmol, 1.2 eq) was added. The mixture was heated at reflux for 3 hours and then concentrated. The residue was partitioned between ethyl acetate and saturated sodium bicarbonate. The organic layer was separated, dried (MgSO4), filtered and concentra...